describe an organic reaction: reactants, conditions, products, and yield From a dataset of the Open Reaction Database (ORD), a public repository of structured organic reaction records. Reactants: ClC=1C=C(C=CC1)S(=O)(=O)C1=CC2=C(C=C1)C1=C(CNCC1)O2 (7-[(3-chlorophenyl)sulfonyl]-1,2,3,4-tetrahydro[1]benzofuro[2,3-c]pyridine), C(C)(=O)OC(C)=O (acetic anhydride). Yields the product ClC=1C=C(C=CC1)S(=O)(=O)C1=CC2=C(C=C1)C1=C(CN(CC1)C(C)=O)O2 (1-{7-[(3-Chlorophenyl)sulfonyl]-3,4-dihydro[1]benzofuro[2,3-c]pyridin-2(1H)-yl}ethanone). Reaction SMILES: [Cl:1][C:2]1[CH:3]=[C:4]([S:8]([C:11]2[CH:16]=[CH:15][C:14]3[C:17]4[CH2:22][CH2:21][NH:20][CH2:19][C:18]=4[O:23][C:13]=3[CH:12]=2)(=[O:10])=[O:9])[CH:5]=[CH:6][CH:7]=1.[C:24](OC(=O)C)(=[O:26])[CH3:25]>>[Cl:1][C:2]1[CH:3]=[C:4]([S:8]([C:11]2[CH:16]=[CH:15][C:14]3[C:17]4[CH2:22][CH2:21][N:20]([C:24](=[O:26])[CH3:25])[CH2:19][C:18]=4[O:23][C:13]=3[CH:12]=2)(=[O:9])=[O:10])[CH:5]=[CH:6][CH:7]=1. Reported procedure: Prepared as described for Example 612 using 7-[(3-chlorophenyl)sulfonyl]-1,2,3,4-tetrahydro[1]benzofuro[2,3-c]pyridine (Example 344) and acetic anhydride. MS m/z 390 [M+H]+. Starting materials: Cc1c(Cl)cccc1C(=O)O, Cc1cccc(-c2sc(C)nc2C(=O)N2CC3CC3C2CN)c1. Product: Cc1cccc(-c2sc(C)nc2C(=O)N2CC3CC3C2CNC(=O)c2cccc(Cl)c2C)c1. RXN SMILES: [Cl:24][c:25]1[c:26]([CH3:34])[c:27]([C:28](=[O:29])[OH:30])[cH:31][cH:32][cH:33]1.[NH2:1][CH2:2][CH:3]1[CH:4]2[CH2:5][CH:6]2[CH2:7][N:8]1[C:9](=[O:10])[c:11]1[n:12][c:13]([CH3:23])[s:14][c:15]1-[c:16]1[cH:17][c:18]([CH3:22])[cH:19][cH:20][cH:21]1>>[NH:1]([CH2:2][CH:3]1[CH:4]2[CH2:5][CH:6]2[CH2:7][N:8]1[C:9](=[O:10])[c:11]1[n:12][c:13]([CH3:23])[s:14][c:15]1-[c:16]1[cH:17][c:18]([CH3:22])[cH:19][cH:20][cH:21]1)[C:28]([c:27]1[c:26]([CH3:34])[c:25]([Cl:24])[cH:33][cH:32][cH:31]1)=[O:29]. Solvent: CN(C)C=O (DMF). Product: N1=CC=CC2=CC=C(C=C12)OCCCNCC1COC2=C(O1)C=C1C(=C2)OCO1 (N-[3-(Quinolin-7-yloxy)propyl]-2,3-dihydro-6,7-methylenedioxy-1,4-benzodioxin-2-methanamine). Procedure details: 2,3-Dihydro-6,7-methylenedioxy-1,4-benzodioxin-2-methanamine (1.3 g, 6.2 mmole), 7-(3-bromopropoxy)quinoline (1.53 g, 5.5 mmole), diisopropylethylamine 2.6 g, 20 mmole) and sodium iodide (5.5 g, 37 mmole) were combined in 200 ml of DMF and heated at 80° C. for 15 hours under a nitrogen atmosphere. The solvent was then removed in vacuum and replaced with 500 ml of dichloromethane. The mixture was washed with 250 ml each of saturated aqueous sodium bicarbonate and saturated aqueous sodium chloride... Reaction SMILES: [CH2:1]1[O:15][C:14]2[C:3](=[CH:4][C:5]3[O:10][CH2:9][CH:8]([CH2:11][NH2:12])[O:7][C:6]=3[CH:13]=2)[O:2]1.Br[CH2:17][CH2:18][CH2:19][O:20][C:21]1[CH:30]=[C:29]2[C:24]([CH:25]=[CH:26][CH:27]=[N:28]2)=[CH:23][CH:22]=1.C(N(C(C)C)CC)(C)C.[I-].[Na+]>CN(C=O)C>[N:28]1[C:29]2[C:24](=[CH:23][CH:22]=[C:21]([O:20][CH2:19][CH2:18][CH2:17][NH:12][CH2:11][CH:8]3[O:7][C:6]4[CH:13]=[C:14]5[O:15][CH2:1][O:2][C:3]5=[CH:4][C:5]=4[O:10][CH2:9]3)[CH:30]=2)[CH:25]=[CH:26][CH:27]=1 |f:3.4|. Reaction conditions: temperature 80 celsius. Reactants: C1OC2=CC3=C(OC(CO3)CN)C=C2O1 (2,3-Dihydro-6,7-methylenedioxy-1,4-benzodioxin-2-methanamine), [I-].[Na+] (sodium iodide), BrCCCOC1=CC=C2C=CC=NC2=C1 (7-(3-bromopropoxy)quinoline), C(C)(C)N(CC)C(C)C (diisopropylethylamine). Isolated yield 57.6%. Starting materials: C(C)OC(C#CC=1C=NC=C(C1)S(=O)(=O)C)=O ((5-methanesulfonyl-pyridin-3-yl)-propynoic acid ethyl ester), C(C)(C)(C)OC(=O)N1CCCC2=CC=C(N=C12)CCOC=1C=C2C=CNC2=CC1 (7-[2-(1H-indol-5-yloxy)-ethyl]-3,4-dihydro-2H-[1,8]naphthyridine-1-carboxylic acid tert-butyl ester). Product: C(C)(C)(C)OC(=O)N1CCCC2=CC=C(N=C12)CCOC=1C=C2C=CN(C2=CC1)C(=CC(=O)OCC)C=1C=NC=C(C1)S(=O)(=O)C (7-(2-{1-[2-Ethoxycarbonyl-1-(5-methanesulfonyl-pyridin-3-yl)-vinyl]-1H-indol-5-yloxy}-ethyl)-3,4-dihydro-2H-[1,8]naphthyridine-1-carboxylic acid tert-butyl ester). The yield is 80.0%. As a reaction SMILES: [CH2:1]([O:3][C:4](=[O:17])[C:5]#[C:6][C:7]1[CH:8]=[N:9][CH:10]=[C:11]([S:13]([CH3:16])(=[O:15])=[O:14])[CH:12]=1)[CH3:2].[C:18]([O:22][C:23]([N:25]1[C:34]2[C:29](=[CH:30][CH:31]=[C:32]([CH2:35][CH2:36][O:37][C:38]3[CH:39]=[C:40]4[C:44](=[CH:45][CH:46]=3)[NH:43][CH:42]=[CH:41]4)[N:33]=2)[CH2:28][CH2:27][CH2:26]1)=[O:24])([CH3:21])([CH3:20])[CH3:19]>>[C:18]([O:22][C:23]([N:25]1[C:34]2[C:29](=[CH:30][CH:31]=[C:32]([CH2:35][CH2:36][O:37][C:38]3[CH:39]=[C:40]4[C:44](=[CH:45][CH:46]=3)[N:43]([C:6]([C:7]3[CH:8]=[N:9][CH:10]=[C:11]([S:13]([CH3:16])(=[O:14])=[O:15])[CH:12]=3)=[CH:5][C:4]([O:3][CH2:1][CH3:2])=[O:17])[CH:42]=[CH:41]4)[N:33]=2)[CH2:28][CH2:27][CH2:26]1)=[O:24])([CH3:21])([CH3:19])[CH3:20]. Procedure: The title compound was synthesized from (5-methanesulfonyl-pyridin-3-yl)-propynoic acid ethyl ester and 7-[2-(1H-indol-5-yloxy)-ethyl]-3,4-dihydro-2H-[1,8]naphthyridine-1-carboxylic acid tert-butyl ester using the procedure described in Example 16, step (d1), in 80% yield. Mass Spectrum (LCMS, ESI) calculated for C29H31N4O5S: 547.2 (M-Boc+H); found 547.3 (-Boc). Starting materials: O=C([O-])[O-], CC(C)=O, C=CC(C)=O, Cl, N#CC(C#N)CCC(F)(F)F, [K+], [K+]. Product: CC(=O)CCC(C#N)(C#N)CCC(F)(F)F. RXN SMILES: [C:17](=[O:18])([O-:19])[O-:20].[CH3:24][C:25](=[O:26])[CH3:27].[CH:12](=[CH2:13])[C:14](=[O:15])[CH3:16].[ClH:23].[F:1][C:2]([CH2:3][CH2:4][CH:5]([C:6]#[N:7])[C:8]#[N:9])([F:10])[F:11].[K+:21].[K+:22]>>[F:1][C:2]([CH2:3][CH2:4][C:5]([C:6]#[N:7])([C:8]#[N:9])[CH2:13][CH2:12][C:14](=[O:15])[CH3:16])([F:10])[F:11]. The reactants are COCCOCOC=1C=C(COCC2=NC=CC=C2)C=CC1 (2-[3-(2-methoxy-ethoxymethoxy)-benzyloxymethyl]-pyridine), O.C1(=CC=C(C=C1)S(=O)(=O)O)C (p-toluenesulfonic acid monohydrate). Run in CCOC(=O)C (EtOAc), CO (CH3OH). Run at temperature 60 celsius, time 1.5 hour. Yields the product N1=C(C=CC=C1)COCC=1C=C(C=CC1)O (3-(Pyridin-2-ylmethoxymethyl)-phenol). Reaction SMILES: COCCOC[O:7][C:8]1[CH:9]=[C:10]([CH:20]=[CH:21][CH:22]=1)[CH2:11][O:12][CH2:13][C:14]1[CH:19]=[CH:18][CH:17]=[CH:16][N:15]=1.O.C1(C)C=CC(S(O)(=O)=O)=CC=1>CO.CCOC(C)=O>[N:15]1[CH:16]=[CH:17][CH:18]=[CH:19][C:14]=1[CH2:13][O:12][CH2:11][C:10]1[CH:9]=[C:8]([OH:7])[CH:22]=[CH:21][CH:20]=1 |f:1.2|. Procedure: To a solution of 2-[3-(2-methoxy-ethoxymethoxy)-benzyloxymethyl]-pyridine (171 mg, 0.56 mmol, example 73) in CH3OH (1.9 mL) is added p-toluenesulfonic acid monohydrate (148 mg, 0.78 mmol). The mixture is heated to 60° C. and stirred for 1.5 hrs, then cooled to room temperature and diluted with EtOAc. The organic layer is washed with sat NaHCO3, brine, then dried over MgSO4 and concentrated to give the title compound as a white crystalline solid. MS (ESI) 216 (M+H)+. Reactants: NNC(=O)c1cccc(Cl)c1, ClCCl, O=C(Cl)c1cccc([N+](=O)[O-])c1, c1ccncc1. Product: O=C(NNC(=O)c1cccc([N+](=O)[O-])c1)c1cccc(Cl)c1. Reaction SMILES: [Cl:1][c:2]1[cH:3][c:4]([C:5](=[O:6])[NH:7][NH2:8])[cH:9][cH:10][cH:11]1.[Cl:30][CH2:31][Cl:32].[N+:18](=[O:19])([O-:20])[c:21]1[cH:22][c:23]([C:24](=[O:25])[Cl:26])[cH:27][cH:28][cH:29]1.[cH:12]1[cH:13][cH:14][n:15][cH:16][cH:17]1>>[Cl:1][c:2]1[cH:3][c:4]([C:5](=[O:6])[NH:7][NH:8][C:24]([c:23]2[cH:22][c:21]([N+:18](=[O:19])[O-:20])[cH:29][cH:28][cH:27]2)=[O:25])[cH:9][cH:10][cH:11]1.